This data is from the Open Reaction Database (ORD), a public repository of structured organic reaction records. The task is: describe an organic reaction: reactants, conditions, products, and yield Yields the product COc1cc2nccc(Oc3ccc(N)cc3F)c2cc1OC. Reaction SMILES: [CH2:36]1[O:37][CH2:38][CH2:39][CH2:40]1.[CH3:34][OH:35].[Cl-:26].[F:1][c:2]1[c:3]([O:4][c:5]2[cH:6][cH:7][n:8][c:9]3[cH:10][c:11]([O:17][CH3:18])[c:12]([O:15][CH3:16])[cH:13][c:14]23)[cH:19][cH:20][c:21]([N+:23]([O-:24])=[O:25])[cH:22]1.[NH4+:27].[O:28]=[CH:29][N:30]([CH3:31])[CH3:32].[OH2:33]>>[F:1][c:2]1[c:3]([O:4][c:5]2[cH:6][cH:7][n:8][c:9]3[cH:10][c:11]([O:17][CH3:18])[c:12]([O:15][CH3:16])[cH:13][c:14]23)[cH:19][cH:20][c:21]([NH2:23])[cH:22]1. Starting materials: C1CCOC1, CO, [Cl-], COc1cc2nccc(Oc3ccc([N+](=O)[O-])cc3F)c2cc1OC, [NH4+], CN(C)C=O, O. Reactants: C(C=C)(=O)OCCCCCC(C)C (isooctyl acrylate), C(=C)N1C(CCC1)=O (N-vinyl-2-pyrrolidone), C(C=C)(=O)OCCO (hydroxyethyl acrylate), N(=NC(C#N)(CC)C)C(C#N)(CC)C (2,2'-Azobis-(2-methyl-butyronitrile)). Run in C(C)(=O)OCC (ethyl acetate), CO (methanol). Conditions: temperature 57 celsius, time 24 hour. Product: C(C=C)(=O)OCCCCCC(C)C.C(C=C)(=O)OCCO.C(=C)N1C(CCC1)=O (Isooctyl acrylate 2-Hydroxyethyl acrylate N-vinyl-2-pyrrolidone). Reaction SMILES: [C:1]([O:5][CH2:6][CH2:7][CH2:8][CH2:9][CH2:10][CH:11]([CH3:13])[CH3:12])(=[O:4])[CH:2]=[CH2:3].[CH:14]([N:16]1[CH2:20][CH2:19][CH2:18][C:17]1=[O:21])=[CH2:15].[C:22]([O:26][CH2:27][CH2:28][OH:29])(=[O:25])[CH:23]=[CH2:24].N(C(C)(CC)C#N)=NC(C)(CC)C#N>C(OCC)(=O)C.CO>[C:1]([O:5][CH2:6][CH2:7][CH2:8][CH2:9][CH2:10][CH:11]([CH3:13])[CH3:12])(=[O:4])[CH:2]=[CH2:3].[C:22]([O:26][CH2:27][CH2:28][OH:29])(=[O:25])[CH:23]=[CH2:24].[CH:14]([N:16]1[CH2:20][CH2:19][CH2:18][C:17]1=[O:21])=[CH2:15] |f:6.7.8|. Reported procedure: A flask equipped with an agitator, condenser, nitrogen inlet tube and an addition funnel was charged with isooctyl acrylate (155.75 g), N-vinyl-2-pyrrolidone (15.75 g) and hydroxyethyl acrylate (3.50 g) premixed in a mixture of ethyl acetate (249.38 g) and methanol (13.13 g). 2,2'-Azobis-(2-methyl-butyronitrile) (0.26 g, Wako™ V-59) was added to initiate reaction. The mixture was purged with nitrogen to remove oxygen. The mixture was agitated and heated to 57° C. and the reaction was run for abo...